Dataset: the Open Reaction Database (ORD), a public repository of structured organic reaction records. Task: describe an organic reaction: reactants, conditions, products, and yield The reactants are COC(C1=C(C=C(C(=C1)C(C)O)OCC12CC3CC(CC(C1)C3)C2)F)=O (methyl-4-(adamantan-1-ylmethoxy)-2-fluoro-5-(1-hydroxyethyl)benzoate), N1=C(C=CC=C1C)C (2,6-lutidine), FC(S(=O)(=O)O[Si](C)(C)C(C)(C)C)(F)F (tert-butyldimethylsilyl trifluoromethanesulfonate). Solvent: ClCCl (dichloromethane). Reaction conditions: time 1 hour. The product is C12(CC3CC(CC(C1)C3)C2)COC2=CC(=C(C(=O)OC)C=C2C(C)O[Si](C)(C)C(C)(C)C)F (methyl 4-(adamantan-1-ylmethoxy)-5-(1-((tert-butyldimethylsilyl)- oxy)ethyl)-2-fluorobenzoate). As a reaction SMILES: [CH3:1][O:2][C:3](=[O:26])[C:4]1[CH:9]=[C:8]([CH:10]([OH:12])[CH3:11])[C:7]([O:13][CH2:14][C:15]23[CH2:24][CH:19]4[CH2:20][CH:21]([CH2:23][CH:17]([CH2:18]4)[CH2:16]2)[CH2:22]3)=[CH:6][C:5]=1[F:25].N1C(C)=CC=CC=1C.FC(F)(F)S(O[Si:41]([C:44]([CH3:47])([CH3:46])[CH3:45])([CH3:43])[CH3:42])(=O)=O>ClCCl>[C:15]12([CH2:14][O:13][C:7]3[C:8]([CH:10]([O:12][Si:41]([C:44]([CH3:47])([CH3:46])[CH3:45])([CH3:43])[CH3:42])[CH3:11])=[CH:9][C:4]([C:3]([O:2][CH3:1])=[O:26])=[C:5]([F:25])[CH:6]=3)[CH2:24][CH:19]3[CH2:20][CH:21]([CH2:23][CH:17]([CH2:18]3)[CH2:16]1)[CH2:22]2. Reported procedure: To a solution of methyl-4-(adamantan-1-ylmethoxy)-2-fluoro-5-(1-hydroxyethyl)benzoate (0.26 g, 0.72 mmol) and 2,6-lutidine (0.17 mL, 1.44 mmol) in anhydrous dichloromethane (5 mL) was added tert-butyldimethylsilyl trifluoromethanesulfonate (0.285 g, 1.08 mmol) at 0° C. The reaction mixture was allowed to warm to ambient temperature and stirred for 1 hour. After dilution with dichloromethane (100 mL), the organic phase was washed with 1 N hydrochloric acid (2×5 mL), brine (10 mL), and dried over ... Starting materials: CO, C=Cc1ccc(C(=O)OC)o1. The product is CCc1ccc(C(=O)OC)o1. RXN SMILES: [CH3:12][OH:13].[CH:1](=[CH2:2])[c:3]1[cH:4][cH:5][c:6]([C:8](=[O:9])[O:10][CH3:11])[o:7]1>>[CH2:1]([CH3:2])[c:3]1[cH:4][cH:5][c:6]([C:8](=[O:9])[O:10][CH3:11])[o:7]1. The reactants are CC(=CC1=CC=C2C=C(N=CC2=C1)NC(=O)C1CC1)C (N-(7-(2-methylprop-1-enyl)isoquinolin-3-yl)cyclopropanecarboxamide), C(C)(=O)OCC (ethyl acetate), C(C)O (Ethanol). Reagents/catalysts: [Pd] (palladium), [Pd] (palladium). Run at time 2 hour. Yields the product C(C(C)C)C1=CC=C2C=C(N=CC2=C1)NC(=O)C1CC1 (N-(7-isobutylisoquinolin-3-yl)cyclopropanecarboxamide). Yield: 70.1%. As a reaction SMILES: [CH3:1][C:2]([CH3:20])=[CH:3][C:4]1[CH:13]=[C:12]2[C:7]([CH:8]=[C:9]([NH:14][C:15]([CH:17]3[CH2:19][CH2:18]3)=[O:16])[N:10]=[CH:11]2)=[CH:6][CH:5]=1.C(OCC)(=O)C.C(O)C>[Pd]>[CH2:3]([C:4]1[CH:13]=[C:12]2[C:7]([CH:8]=[C:9]([NH:14][C:15]([CH:17]3[CH2:19][CH2:18]3)=[O:16])[N:10]=[CH:11]2)=[CH:6][CH:5]=1)[CH:2]([CH3:20])[CH3:1]. Procedure details: To a solution of N-(7-(2-methylprop-1-enyl)isoquinolin-3-yl)cyclopropanecarboxamide (100.0 mg, 0.2891 mmol) in ethyl acetate (10.0 mL, 102 mmol) was added palladium (30.6 mg, 0.0288 mmol) (10 wt % on carbon). The reaction vessel was purged first with nitrogen and then with hydrogen, and stirred at room temperature under a hydrogen balloon for 2 hours. Ethanol (5.0 mL, 86 mmol) and palladium (41.9 mg, 0.0394 mmol) were added, and the reaction maintained at room temperature for 19 hours. The react... Reactants: C1=CC2=C(C=C1Cl)NC(=O)O2 (chlorzoxazone), C(C#C)Br (propargyl bromide), ClC=1C=CC2=C(NC(O2)=O)C1 (5-chlorobenzoxazol-2-one), C([O-])([O-])=O.[K+].[K+] (potassium carbonate). Run in CC(=O)C (acetone). Product: C(C#C)N1C(OC2=C1C=C(C=C2)Cl)=O (3-propargyl-5-chlorobenzoxazol-2-one). RXN SMILES: [CH:1]1[C:6]([Cl:7])=[CH:5][C:4]2[NH:8][C:9]([O:11][C:3]=2[CH:2]=1)=[O:10].C(=O)([O-])[O-].[K+].[K+].[CH2:18](Br)[C:19]#[CH:20]>CC(C)=O>[CH2:20]([N:8]1[C:4]2[CH:5]=[C:6]([Cl:7])[CH:1]=[CH:2][C:3]=2[O:11][C:9]1=[O:10])[C:19]#[CH:18] |f:1.2.3|. Procedure details: In a 500-mL round bottom flask equipped with a magnetic stirrer, reflux condenser and a heating mantle were placed chlorzoxazone, or 5-chlorobenzoxazol-2-one, (10 g, 0.059 mole), potassium carbonate (9.8 g, 0.071 mole), propargyl bromide (10.5 g of 80% in toluene, 0.071 mole) and acetone (200 mL). The mixture was refluxed for 20 hours. The mixture was cooled down to room temperature and the solid was filtered off by suction-filtration. The filtrate was concentrated on a rotary evaporator to a so... Starting materials: FC1=C(CO)C(=C(C(=C1F)F)F)F (2,3,4,5,6-pentafluorobenzylalcohol), N1=CC=CC=C1 (pyridine), C([O-])(O)=O.[Na+] (sodium bicarbonate), P(Br)(Br)Br (phosphorus tribromide). The solvent is C1(=CC=CC=C1)C (toluene), C1(=CC=CC=C1)C (toluene). Run at temperature 0 celsius, time 45 minute. Product: FC1=C(CBr)C(=C(C(=C1F)F)F)F (2,3,4,5,6-pentafluorobenzylbromide). Reaction SMILES: P(Br)(Br)[Br:2].[F:5][C:6]1[C:13]([F:14])=[C:12]([F:15])[C:11]([F:16])=[C:10]([F:17])[C:7]=1[CH2:8]O.N1C=CC=CC=1.C(=O)(O)[O-].[Na+]>C1(C)C=CC=CC=1>[F:5][C:6]1[C:13]([F:14])=[C:12]([F:15])[C:11]([F:16])=[C:10]([F:17])[C:7]=1[CH2:8][Br:2] |f:3.4|. Procedure: A mixture of phosphorus tribromide (2.1 g) and toluene (1 cm3) was added dropwise to a solution of 2,3,4,5,6-pentafluorobenzylalcohol (3.4 g) and pyridine (0.21 g) in toluene (10 cm3) at 0° C. The reaction mixture was stirred at 0° C. for 45 minutes, then at the ambient temperature (ca. 20° C.) for 75 minutes, and was then added to an excess of saturated sodium bicarbonate solution. The products were extracted into diethyl ether, and the combined ether layers dried and concentrated by evaporatio... Starting materials: C([O-])(O)=O.[Na+] (sodium bicarbonate), CC(C)=C (Isobutylene), OP(=O)(O)O (H3PO4), F[C@H]([C@H](C#C)O)CCCC ((3S,4S)-4-fluoro-1-octyne-3-ol), B(F)(F)F (BF3). The solvent is C(Cl)Cl (CH2Cl2), C(Cl)Cl (CH2Cl2). Conditions: time 40 minute. Yields the product C(C)(C)(C)O[C@@H](C#C)[C@H](CCCC)F ((3S,4S)-3-t-butyloxy-4-fluoro-1-octyne). RXN SMILES: [CH3:1][C:2](=[CH2:4])[CH3:3].[F:5][C@@H:6]([CH2:11][CH2:12][CH2:13][CH3:14])[C@@H:7]([OH:10])[C:8]#[CH:9].B(F)(F)F.OP(O)(O)=O.C(=O)(O)[O-].[Na+]>C(Cl)Cl>[C:2]([O:10][C@H:7]([C@@H:6]([F:5])[CH2:11][CH2:12][CH2:13][CH3:14])[C:8]#[CH:9])([CH3:3])([CH3:1])[CH3:4] |f:4.5|. Reported procedure: Isobutylene (7 ml) was condensed from a cylinder below -20° under N2 and diluted with precooled 25 ml CH2Cl2. This solution was cooled to -60° and there was added 2.9 g (21 mmol) of (3S,4S)-4-fluoro-1-octyne-3-ol, in 15 ml of CH2Cl2, 0.70 ml of BF3 etherate and 0.34 ml of anhydrous H3PO4, in the order given. The mixture was allowed to warm to 0°-15° and stirred for 40 min at that temperature. The resulting pale yellow solution was cooled again to -50° and poured into a vigorously stirred solutio...